From a dataset of the Open Reaction Database (ORD), a public repository of structured organic reaction records. describe an organic reaction: reactants, conditions, products, and yield Reactants: N1C(=NC=C1)C(CC=1C=C2C=NNC2=C(C1)C)NC(=O)N1CCC(CC1)N1C(NC2=CC=CC=C2C1)=O (N-(1-(1H-Imidazol-2-yl)-2-(7-methyl-1H-indazol-5-yl)ethyl)-4-(2-oxo-1,2-dihydroquinazolin-3(4H)-yl)piperidine-1-carboxamide), C(C1=CC=CC=C1)Br (benzyl bromide), ice water. Solvent: CS(=O)C (dimethyl sulfoxide). Run at time 16 hour. Product: C(C1=CC=CC=C1)N1C(=NC=C1)C(CC=1C=C2C=NNC2=C(C1)C)NC(=O)N1CCC(CC1)N1C(NC2=CC=CC=C2C1)=O ((±)-N-(1-(1-Benzyl-1H-imidazol-2-yl)-2-(7-methyl-1H-indazol-5-yl)ethyl)-4-(2-oxo-1,2-dihydroquinazolin-3(4H)-yl)piperidine-1-carboxamide). Reaction SMILES: [NH:1]1[CH:5]=[CH:4][N:3]=[C:2]1[CH:6]([NH:18][C:19]([N:21]1[CH2:26][CH2:25][CH:24]([N:27]2[CH2:36][C:35]3[C:30](=[CH:31][CH:32]=[CH:33][CH:34]=3)[NH:29][C:28]2=[O:37])[CH2:23][CH2:22]1)=[O:20])[CH2:7][C:8]1[CH:9]=[C:10]2[C:14](=[C:15]([CH3:17])[CH:16]=1)[NH:13][N:12]=[CH:11]2.[CH2:38](Br)[C:39]1[CH:44]=[CH:43][CH:42]=[CH:41][CH:40]=1>CS(C)=O>[CH2:38]([N:3]1[CH:4]=[CH:5][N:1]=[C:2]1[CH:6]([NH:18][C:19]([N:21]1[CH2:26][CH2:25][CH:24]([N:27]2[CH2:36][C:35]3[C:30](=[CH:31][CH:32]=[CH:33][CH:34]=3)[NH:29][C:28]2=[O:37])[CH2:23][CH2:22]1)=[O:20])[CH2:7][C:8]1[CH:9]=[C:10]2[C:14](=[C:15]([CH3:17])[CH:16]=1)[NH:13][N:12]=[CH:11]2)[C:39]1[CH:44]=[CH:43][CH:42]=[CH:41][CH:40]=1. Reported procedure: N-(1-(1H-Imidazol-2-yl)-2-(7-methyl-1H-indazol-5-yl)ethyl)-4-(2-oxo-1,2-dihydroquinazolin-3(4H)-yl)piperidine-1-carboxamide (100 mg, 0.2 mmol) and benzyl bromide (25.0 μL, 1.1 equiv) were combined in dimethyl sulfoxide (0.6 mL). After stirring at room temperature for 16 h, the reaction mixture was poured into ice water and extracted with ethyl acetate (2×). The organic layer was washed with brine (2×), dried over sodium sulfate, concentrated, and purified by column chromatography to afford 14.0 ... The reactants are [Na+].[Cl-] (NaCl), N1C=C(C=2C1=NC=CC2)CC2CCC(N2)=O (5-(1H-Pyrrolo[2,3-b]pyridin-3ylmethyl)-pyrrolidin-2-one), [H-].[Al+3].[Li+].[H-].[H-].[H-] (lithium aluminum hydride), [O-]S(=O)(=O)[O-].[Na+].[Na+] (Na2SO4), [H-].[Al+3].[Li+].[H-].[H-].[H-] (lithium aluminum hydride). The solvent is C(C)(=O)OCC (ethyl acetate), O1CCOCC1 (dioxane). Yields the product N1C(CCC1)CC1=CNC2=NC=CC=C21 (3-Pyrrolidin-2-ylmethyl-1H-pyrrolo[2,3-b]pyridine). The yield is 86.8%. As a reaction SMILES: [NH:1]1[C:5]2=[N:6][CH:7]=[CH:8][CH:9]=[C:4]2[C:3]([CH2:10][CH:11]2[NH:15][C:14](=O)[CH2:13][CH2:12]2)=[CH:2]1.[H-].[Al+3].[Li+].[H-].[H-].[H-].[Na+].[Cl-].[O-]S([O-])(=O)=O.[Na+].[Na+]>O1CCOCC1.C(OCC)(=O)C>[NH:15]1[CH2:14][CH2:13][CH2:12][CH:11]1[CH2:10][C:3]1[C:4]2[C:5](=[N:6][CH:7]=[CH:8][CH:9]=2)[NH:1][CH:2]=1 |f:1.2.3.4.5.6,7.8,9.10.11|. Procedure: A mixture of 313 mg (1.46 mM) of 5-(1H-Pyrrolo[2,3-b]pyridin-3ylmethyl)-pyrrolidin-2-one and 170 mg (4.47 mM) of lithium aluminum hydride was refluxed in 10 mL of dioxane for 5 hours. The solution was cooled to room temperature and the excess lithium aluminum hydride decomposed with 1 mL of saturate NaCl. To this mixture was added 300 mL of ethyl acetate, and 15 g of anhydrous Na2SO4. The reaction mixture was filtered, and evaporated to yield 254 mg of the amine as a dark oil, this material was ...